Dataset: the Open Reaction Database (ORD), a public repository of structured organic reaction records. Task: describe an organic reaction: reactants, conditions, products, and yield The reactants are CC12S[C@H]3N(C1(C(=O)O)C2)C(C3NC(C(OC=O)C3=CC=CC=C3)=O)=O (2-methyl-2,3-methylene-6-(2-phenyl-2-formyloxyacetamido)penam-3-carboxylic acid), [OH-].[K+] (potassium hydroxide). The solvent is CO (methanol), O (water). Conditions: time 10 minute. Product: CC12S[C@H]3N(C1(C(=O)O)C2)C(C3NC(C(O)C3=CC=CC=C3)=O)=O (2-methyl-2,3-methylene-6-(2-phenyl-2-hydroxyacetamido)penam-3-carboxylic acid). Isolated yield 39.3%. Reaction SMILES: [CH3:1][C:2]12[CH2:10][C:6]1([C:7]([OH:9])=[O:8])[N:5]1[C:11](=[O:26])[CH:12]([NH:13][C:14](=[O:25])[CH:15]([C:19]3[CH:24]=[CH:23][CH:22]=[CH:21][CH:20]=3)[O:16]C=O)[C@H:4]1[S:3]2.[OH-].[K+]>CO.O>[CH3:1][C:2]12[CH2:10][C:6]1([C:7]([OH:9])=[O:8])[N:5]1[C:11](=[O:26])[CH:12]([NH:13][C:14](=[O:25])[CH:15]([C:19]3[CH:20]=[CH:21][CH:22]=[CH:23][CH:24]=3)[OH:16])[C@H:4]1[S:3]2 |f:1.2|. Reported procedure: To a solution of 2-methyl-2,3-methylene-6-(2-phenyl-2-formyloxyacetamido)penam-3-carboxylic acid (1.1 g.) in methanol (10 ml.) and water (7 ml.) was added dropwise 1N-potassium hydroxide aqueous solution adjusting to pH 7 to 8, and the mixture was stirred for 10 minutes at room temperature. After the reaction was completed, methanol was distilled off from the reaction mixture under reduced pressure. The residual solution was acidified by adding 1N-hydrochloric acid and extracted with ethyl aceta... Reactants: BrCCOC1=C(C=C2C(=NC=NC2=C1)NC1=C(C=C(C=C1)Cl)F)OC (7-(2-Bromoethoxy)-4-(4-chloro-2-fluoroanilino)6-methoxyquinazoline), C(C)(=O)N1CCNCC1 (1-acetylpiperazine). The solvent is C(Cl)Cl.C(C)(=O)OCC (methylene chloride ethyl acetate). Yields the product Cl.COC=1C=C2C=NC=NC2=CC1 (6-methoxyquinazoline hydrochloride). Isolated yield 220.9%. Reaction SMILES: BrCCO[C:5]1[CH:14]=[C:13]2[C:8]([C:9](NC3C=CC([Cl:22])=CC=3F)=[N:10][CH:11]=[N:12]2)=[CH:7][C:6]=1[O:24][CH3:25].C(N1CCNCC1)(=O)C>C(Cl)Cl.C(OCC)(=O)C>[ClH:22].[CH3:25][O:24][C:6]1[CH:7]=[C:8]2[C:13](=[CH:14][CH:5]=1)[N:12]=[CH:11][N:10]=[CH:9]2 |f:2.3,4.5|. Procedure: 7-(2-Bromoethoxy)-4-(4-chloro-2-fluoroanilino)6-methoxyquinazoline (150 mg, 0.35 mmol) and 1-acetylpiperazine (135 mg, 1 mmol) were heated together at 140° C. for 10 minutes. The mixture was allowed to cool and was dissolved in a mixture of methylene chloride/ethyl acetate. The solution was washed with water, and then brine, dried (MgSO4) and the solvent removed by evaporation. The residue was purified by column chromatography eluting with methylene chloride/methanol (9/1). The purified product ... Starting materials: CON(C(=O)C1CCN(CC1)C(=O)OC(C)(C)C)C (tert-butyl 4-(methoxy(methyl)carbamoyl)piperidine-1-carboxylate), FC(C(=O)O)(F)F (trifluoroacetic acid). Solvent: C(Cl)Cl (DCM). Conditions: temperature 27.5 celsius, time 6 hour. Product: CON(C(=O)C1CCNCC1)C (N-methoxy-N-methylpiperidine-4-carboxamide). Yield: 127.6%. Reaction SMILES: [CH3:1][O:2][N:3]([CH3:19])[C:4]([CH:6]1[CH2:11][CH2:10][N:9](C(OC(C)(C)C)=O)[CH2:8][CH2:7]1)=[O:5].FC(F)(F)C(O)=O>C(Cl)Cl>[CH3:1][O:2][N:3]([CH3:19])[C:4]([CH:6]1[CH2:7][CH2:8][NH:9][CH2:10][CH2:11]1)=[O:5]. Procedure details: To a solution of tert-butyl 4-(methoxy(methyl)carbamoyl)piperidine-1-carboxylate (50 g, 182 mmol) in DCM (400 mL) was added trifluoroacetic acid (150 mL) and the resulting mixture was stirred for 6 h at 25-30° C. After completion of the reaction, the solvent was removed under reduced pressure to afford 40 g of N-methoxy-N-methylpiperidine-4-carboxamide product. [M+1]=173.04 The reactants are NC1=C(C=CC=2NC(=NS(C21)(=O)=O)C=2C(N(C1=CC=CC=C1C2O)NCC(C)C)=O)O (3-(8-amino-7-hydroxy-1,1-dioxido-4H-1,2,4-benzothiadiazin-3-yl)-4-hydroxy-1-(isobutylamino)quinolin-2(1H)-one), O.C1(=CC=C(C=C1)S(=O)(=O)O)C (p-toluenesulfonic acid monohydrate), tetramethyl ester, CN(C=O)C (N,N-dimethylformamide), ortho ester. Conditions: temperature 50 celsius, time 3 hour. Product: OC1=C(C(N(C2=CC=CC=C12)NCC(C)C)=O)C1=NS(C2=C(N1)C=CC1=C2N=C(O1)CC(=O)OC)(=O)=O (methyl {3-[4-hydroxy-1-(isobutylamino)-2-oxo-1,2-dihydroquinolin-3-yl]-1,1-dioxido-4H-[1,3]oxazolo[5,4-h][1,2,4]benzothiadiazin-8-yl}acetate). The yield is 45.0%. RXN SMILES: [NH2:1][C:2]1[C:11]2[S:10](=[O:13])(=[O:12])[N:9]=[C:8]([C:14]3[C:15](=[O:30])[N:16]([NH:25][CH2:26][CH:27]([CH3:29])[CH3:28])[C:17]4[C:22]([C:23]=3[OH:24])=[CH:21][CH:20]=[CH:19][CH:18]=4)[NH:7][C:6]=2[CH:5]=[CH:4][C:3]=1[OH:31].[OH2:32].[C:33]1([CH3:43])C=CC(S(O)(=O)=O)=C[CH:34]=1.CN(C)[CH:46]=[O:47]>>[OH:24][C:23]1[C:22]2[C:17](=[CH:18][CH:19]=[CH:20][CH:21]=2)[N:16]([NH:25][CH2:26][CH:27]([CH3:29])[CH3:28])[C:15](=[O:30])[C:14]=1[C:8]1[NH:7][C:6]2[CH:5]=[CH:4][C:3]3[O:31][C:43]([CH2:33][C:34]([O:47][CH3:46])=[O:32])=[N:1][C:2]=3[C:11]=2[S:10](=[O:12])(=[O:13])[N:9]=1 |f:1.2|. Procedure: A solution of the product of Example 354 (67.5 mg, 0.015 mmol) in N,N-dimethylformamide (2 mL) was treated with p-toluenesulfonic acid monohydrate (1 mg) and monoorthomalonic acid tetramethyl ester (272 mg, 1.52 mmol). The mixture was heated at 50° C. in an oil bath under a nitrogen atmosphere and the resulting yellow solution was stirred for 3 hrs. At this time, additional ortho ester was added (272 mg, 1.52 mmol) and heating continued for another 5 hrs. The reaction was cooled to room temperat... Starting materials: COCCOC, CN1CCNCC1, ClCCl, Clc1ccc2cc[nH]c2c1, CCn1cc(C#N)c2ccc(Cl)cc21, [K+], [K+], [K+], O=C(C=Cc1ccccc1)C=Cc1ccccc1, O=C(C=Cc1ccccc1)C=Cc1ccccc1, O=C(C=Cc1ccccc1)C=Cc1ccccc1, O=P([O-])([O-])[O-], [Pd], [Pd], c1ccc(-c2ccccc2P(C2CCCCC2)C2CCCCC2)cc1. The product is CCn1cc(C#N)c2ccc(N3CCN(C)CC3)cc21. Reaction SMILES: [CH3:124][O:125][CH2:126][CH2:127][O:128][CH3:129].[CH3:58][N:59]1[CH2:60][CH2:61][NH:62][CH2:63][CH2:64]1.[Cl:121][CH2:122][Cl:123].[Cl:15][c:16]1[cH:17][c:18]2[c:19]([cH:20][cH:21][nH:22]2)[cH:23][cH:24]1.[Cl:1][c:2]1[cH:3][cH:4][c:5]2[c:6]([C:13]#[N:14])[cH:7][n:8]([CH2:11][CH3:12])[c:9]2[cH:10]1.[K+:30].[K+:31].[K+:32].[O:103]=[C:104]([CH:105]=[CH:106][c:107]1[cH:108][cH:109][cH:110][cH:111][cH:112]1)[CH:113]=[CH:114][c:115]1[cH:116][cH:117][cH:118][cH:119][cH:120]1.[O:67]=[C:68]([CH:69]=[CH:70][c:71]1[cH:72][cH:73][cH:74][cH:75][cH:76]1)[CH:77]=[CH:78][c:79]1[cH:80][cH:81][cH:82][cH:83][cH:84]1.[O:85]=[C:86]([CH:87]=[CH:88][c:89]1[cH:90][cH:91][cH:92][cH:93][cH:94]1)[CH:95]=[CH:96][c:97]1[cH:98][cH:99][cH:100][cH:101][cH:102]1.[P:25]([O-:26])([O-:27])([O-:28])=[O:29].[Pd:65].[Pd:66].[c:33]1(-[c:34]2[cH:35][cH:36][cH:37][cH:38][cH:39]2)[cH:40][cH:41][cH:42][cH:43][c:44]1[P:45]([CH:46]1[CH2:47][CH2:48][CH2:49][CH2:50][CH2:51]1)[CH:52]1[CH2:53][CH2:54][CH2:55][CH2:56][CH2:57]1>>[c:2]1([N:62]2[CH2:61][CH2:60][N:59]([CH3:58])[CH2:64][CH2:63]2)[cH:3][cH:4][c:5]2[c:6]([C:13]#[N:14])[cH:7][n:8]([CH2:11][CH3:12])[c:9]2[cH:10]1. Reaction SMILES: [CH3:1][CH:2]1[CH2:3][CH:4]([NH2:27])[CH2:5][CH:6]1[c:7]1[cH:8][n:9][c:10]2[n:11]1[c:12]1[c:13]([n:14][cH:15]2)[n:16]([CH2:19][O:20][CH2:21][CH2:22][Si:23]([CH3:24])([CH3:25])[CH3:26])[cH:17][cH:18]1.[CH3:44][OH:45].[CH:28]([N:29]([CH2:30][CH3:31])[CH:32]([CH3:33])[CH3:34])([CH3:35])[CH3:36].[CH:37]1([S:40](=[O:41])(=[O:42])[Cl:43])[CH2:38][CH2:39]1.[Cl:46][CH2:47][Cl:48]>>[CH3:1][CH:2]1[CH2:3][CH:4]([NH:27][S:40]([CH:37]2[CH2:38][CH2:39]2)(=[O:41])=[O:42])[CH2:5][CH:6]1[c:7]1[cH:8][n:9][c:10]2[n:11]1[c:12]1[c:13]([n:14][cH:15]2)[n:16]([CH2:19][O:20][CH2:21][CH2:22][Si:23]([CH3:24])([CH3:25])[CH3:26])[cH:17][cH:18]1. Product: CC1CC(NS(=O)(=O)C2CC2)CC1c1cnc2cnc3c(ccn3COCC[Si](C)(C)C)n12. Reactants: CC1CC(N)CC1c1cnc2cnc3c(ccn3COCC[Si](C)(C)C)n12, CO, CCN(C(C)C)C(C)C, O=S(=O)(Cl)C1CC1, ClCCl. The reactants are CCOC(C)=O, NC1CC1, ClC(Cl)Cl, O=C(Cl)Oc1ccccc1, c1ccncc1. Product: O=C(NC1CC1)Oc1ccccc1. As a reaction SMILES: [CH3:21][CH2:22][O:23][C:24](=[O:25])[CH3:26].[CH:1]1([NH2:4])[CH2:2][CH2:3]1.[CH:27]([Cl:28])([Cl:29])[Cl:30].[Cl:11][C:12](=[O:13])[O:14][c:15]1[cH:16][cH:17][cH:18][cH:19][cH:20]1.[cH:5]1[cH:6][cH:7][n:8][cH:9][cH:10]1>>[CH:1]1([NH:4][C:12](=[O:13])[O:14][c:15]2[cH:16][cH:17][cH:18][cH:19][cH:20]2)[CH2:2][CH2:3]1. The reactants are CC(C)(C)[O-], COc1ccc(-c2cc(=O)[nH]c(C)n2)cc1OC, CI, CN(C)C=O, [K+], O. Product: COc1ccc(-c2cc(=O)n(C)c(C)n2)cc1OC. Reaction SMILES: [CH3:19][C:20]([CH3:21])([O-:22])[CH3:23].[CH3:1][O:2][c:3]1[cH:4][c:5](-[c:11]2[cH:12][c:13](=[O:18])[nH:14][c:15]([CH3:17])[n:16]2)[cH:6][cH:7][c:8]1[O:9][CH3:10].[CH3:25][I:26].[CH3:28][N:29]([CH3:30])[CH:31]=[O:32].[K+:24].[OH2:27]>>[CH3:1][O:2][c:3]1[cH:4][c:5](-[c:11]2[cH:12][c:13](=[O:18])[n:14]([CH3:19])[c:15]([CH3:17])[n:16]2)[cH:6][cH:7][c:8]1[O:9][CH3:10].